describe an organic reaction: reactants, conditions, products, and yield From a dataset of the Open Reaction Database (ORD), a public repository of structured organic reaction records. Procedure: In the manner given in Example 1,potassium iodide and 8-chloro-1-(chloromethyl)-6-(2,6-difluorophenyl)-4H-s-triazolo[4,3-a][1,4]benzodiazepine in tetrahydrofuran is treated with cyclopropylamine to give 8-chloro-1-[(cyclopropylamino)methyl]-6-(2,6-difluorophenyl)4H-s-triazolo-[4,3-a][1,4]benzodiazepine. Reaction SMILES: [Cl:1][C:2]1[CH:3]=[CH:4][C:5]2[N:11]3[C:12]([CH2:15]Cl)=[N:13][N:14]=[C:10]3[CH2:9][N:8]=[C:7]([C:17]3[C:22]([F:23])=[CH:21][CH:20]=[CH:19][C:18]=3[F:24])[C:6]=2[CH:25]=1.[CH:26]1([NH2:29])[CH2:28][CH2:27]1>O1CCCC1>[Cl:1][C:2]1[CH:3]=[CH:4][C:5]2[N:11]3[C:12]([CH2:15][NH:29][CH:26]4[CH2:28][CH2:27]4)=[N:13][N:14]=[C:10]3[CH2:9][N:8]=[C:7]([C:17]3[C:18]([F:24])=[CH:19][CH:20]=[CH:21][C:22]=3[F:23])[C:6]=2[CH:25]=1. Starting materials: 1,potassium iodide, ClC=1C=CC2=C(C(=NCC=3N2C(=NN3)CCl)C3=C(C=CC=C3F)F)C1 (8-chloro-1-(chloromethyl)-6-(2,6-difluorophenyl)-4H-s-triazolo[4,3-a][1,4]benzodiazepine), C1(CC1)N (cyclopropylamine). Solvent: O1CCCC1 (tetrahydrofuran). Product: ClC=1C=CC2=C(C(=NCC=3N2C(=NN3)CNC3CC3)C3=C(C=CC=C3F)F)C1 (8-chloro-1-[(cyclopropylamino)methyl]-6-(2,6-difluorophenyl)4H-s-triazolo-[4,3-a][1,4]benzodiazepine). Reactants: C(CCCCC)N1C(C2C(C2C1)(C)C=1C=C(C=CC1)C(OCC)=N)=O (ethyl 3-(3-hexyl-6-methyl-2-oxo-3-azabicyclo[3.1.0]hex-6-yl)benzenecarboximidoate), NC1=C(C=CC=C1)N (1,2-diaminobenzene). Solvent: CO (methanol). Product: N1C(=NC2=C1C=CC=C2)C=2C=C(C=CC2)C2(C1CN(C(C21)=O)CCCCCC)C (6-[3-(1H-Benzimidazol-2-yl)phenyl]-3-hexyl-6-methyl-3-azabicyclo[3.1.0]hexan-2-one). Yield: 46.3%. As a reaction SMILES: [CH2:1]([N:7]1[CH2:12][CH:11]2[CH:9]([C:10]2([C:14]2[CH:15]=[C:16]([C:20](=[NH:24])OCC)[CH:17]=[CH:18][CH:19]=2)[CH3:13])[C:8]1=[O:25])[CH2:2][CH2:3][CH2:4][CH2:5][CH3:6].[NH2:26][C:27]1[CH:32]=[CH:31][CH:30]=[CH:29][C:28]=1N>CO>[NH:24]1[C:28]2[CH:29]=[CH:30][CH:31]=[CH:32][C:27]=2[N:26]=[C:20]1[C:16]1[CH:15]=[C:14]([C:10]2([CH3:13])[CH:9]3[CH:11]2[CH2:12][N:7]([CH2:1][CH2:2][CH2:3][CH2:4][CH2:5][CH3:6])[C:8]3=[O:25])[CH:19]=[CH:18][CH:17]=1. Procedure details: To ethyl 3-(3-hexyl-6-methyl-2-oxo-3-azabicyclo[3.1.0]hex-6-yl)benzenecarboximidoate (Preparation 42, 0.13 g, 0.34 mmol) in methanol (4 ml) at room temperature was added 1,2-diaminobenzene (37 mg, 0.34 mmol) and the mixture was heated under reflux for 1 h and then cooled and concentrated in vacuo. The residue was dissolved in dichloromethane (10 ml) and washed with 10% aqueous potassium carbonate solution (10 ml). The aqueous layer was then reextracted with dichloromethane (2×8 ml). The combined...